The task is: describe an organic reaction: reactants, conditions, products, and yield. This data is from the Open Reaction Database (ORD), a public repository of structured organic reaction records. Reactants: ClC1=CC=CC(=C1)N(C)C. The reagents and catalysts are OC(C)(C)C(O)(C)C, N(CC)(CC)CC, O1BOC=2C=CC=CC12, FC=1C(F)=C(F)C(B(C=2C(F)=C(F)C(F)=C(F)C2F)C=3C(F)=C(F)C(F)=C(F)C3F)=C(F)C1F. The solvent is C=1C=CC(=CC1)C. Run at temperature 120 celsius, time 48 hour. The product is ClC1=CC(=CC=C1B2OC(C)(C)C(O2)(C)C)N(C)C. Yield: 66.0%. Reported procedure: Prepared from 3-chloro-N,N-dimethylaniline (1h, 31.0 mg, 0.200 mmol, 1.00 equiv) and catBH (36.0 mg, 0.300 mmol, 1.50 equiv) according to GP 1. The title compound was purified by flash column chromatography using cyclohexane/EtOAc/Et3N (30/1/1) as eluent to afford 3h (37.1 mg, 66%) as a white solid. Starting materials: C(C)[C@]12[C@H](CC[C@H]2[C@H]2[C@H](CC1)[C@H]1CCC(C=C1CC2)=O)O (13-ethyl-17β-hydroxygon-4-en-3-one), ClC(C(O)O)(Cl)Cl (chloral hydrate), ( ε17,500 ). Run in C1=CC=CC=C1 (benzene). Product: C(C)[C@]12[C@H](CC[C@H]2[C@H]2[C@H](CC1)[C@H]1CCC(C=C1CC2)=O)OC(C(Cl)(Cl)Cl)O (13-Ethyl-17β-(1-hydroxy-2,2,2-trichloroethoxy)gon-4-en-3-one). As a reaction SMILES: [CH2:1]([C@:3]12[CH2:11][CH2:10][C@@H:9]3[C@@H:12]4[C:17]([CH2:18][CH2:19][C@H:8]3[C@@H:7]1[CH2:6][CH2:5][C@@H:4]2[OH:21])=[CH:16][C:15](=[O:20])[CH2:14][CH2:13]4)[CH3:2].[Cl:22][C:23]([Cl:28])([Cl:27])[CH:24](O)[OH:25]>C1C=CC=CC=1>[CH2:1]([C@:3]12[CH2:11][CH2:10][C@@H:9]3[C@@H:12]4[C:17]([CH2:18][CH2:19][C@H:8]3[C@@H:7]1[CH2:6][CH2:5][C@@H:4]2[O:21][CH:24]([OH:25])[C:23]([Cl:28])([Cl:27])[Cl:22])=[CH:16][C:15](=[O:20])[CH2:14][CH2:13]4)[CH3:2]. Procedure details: Add 2.9 g. of dl-13-ethyl-17β-hydroxygon-4-en-3-one to a solution of 1.9 g. of chloral hydrate in 10 ml. of benzene at 5°C. Keep the mixture overnight at this temperature. Filter off the product and recrystallize it successively from ethyl acetate and petroleum ether-benzene to obtain the title substance, m.p. 175°-176°; ultraviolet peak at 240 mμ (ε17,500); infrared peaks at 3.10, 6.05, 6.20 μ. The reactants are C(CCC)O (n-butanol). The reagents and catalysts are CC([O-])C.CC([O-])C.CC([O-])C.CC([O-])C.[Ti+4] (titanium tetraisopropoxide). Product: C1(CCC(CC1)CO)CO (1,4-cyclohexanedimethanol). Reaction SMILES: [CH2:1]([OH:5])[CH2:2][CH2:3][CH3:4]>CC(C)[O-].CC(C)[O-].CC(C)[O-].CC(C)[O-].[Ti+4]>[CH:2]1([CH2:1][OH:5])[CH2:3][CH2:4][CH:2]([CH2:1][OH:5])[CH2:3][CH2:4]1 |f:1.2.3.4.5|. Procedure details: 20.09 g of titanium tetraisopropoxide in n-butanol (2.54 weight percent Ti) The reactants are C(C)(C)(C)OC(NCCCN(C(C1=CC=C(C=C1)Cl)=O)C(C1CC1)C1=NN2C(C(N1CC1=CC=CC=C1)=O)=C(C=C2)Cl)=O ({3-[[(3-Benzyl-5-chloro-4-oxo-3,4-dihydro-pyrrolo[2,1-f][1,2,4]triazin-2-yl) cyclopropyl-methyl]-(4-chloro-benzoyl)-amino]-propyl}-carbamic acid tert-butyl ester), Cl.O1CCOCC1 (HCl dioxane). Conditions: time 18 hour. Product: Cl.NCCCN(C(C1=CC=C(C=C1)Cl)=O)C(C1CC1)C1=NN2C(C(N1CC1=CC=CC=C1)=O)=C(C=C2)Cl ((±)-N-(3-amino-propyl)-N-[(3-benzyl-5-chloro-4-oxo-3,4-dihydro-pyrrolo[2,1-f][1,2,4]triazin-2-yl)-cyclopropyl-methyl]-4-chloro-benzamide, hydrochloride salt). Isolated yield 167.0%. RXN SMILES: C(OC(=O)[NH:7][CH2:8][CH2:9][CH2:10][N:11]([CH:21]([C:25]1[N:30]([CH2:31][C:32]2[CH:37]=[CH:36][CH:35]=[CH:34][CH:33]=2)[C:29](=[O:38])[C:28]2=[C:39]([Cl:42])[CH:40]=[CH:41][N:27]2[N:26]=1)[CH:22]1[CH2:24][CH2:23]1)[C:12](=[O:20])[C:13]1[CH:18]=[CH:17][C:16]([Cl:19])=[CH:15][CH:14]=1)(C)(C)C.Cl.O1CCOCC1>>[ClH:19].[NH2:7][CH2:8][CH2:9][CH2:10][N:11]([CH:21]([C:25]1[N:30]([CH2:31][C:32]2[CH:37]=[CH:36][CH:35]=[CH:34][CH:33]=2)[C:29](=[O:38])[C:28]2=[C:39]([Cl:42])[CH:40]=[CH:41][N:27]2[N:26]=1)[CH:22]1[CH2:23][CH2:24]1)[C:12](=[O:20])[C:13]1[CH:14]=[CH:15][C:16]([Cl:19])=[CH:17][CH:18]=1 |f:1.2,3.4|. Procedure details: {3-[[(3-Benzyl-5-chloro-4-oxo-3,4-dihydro-pyrrolo[2,1-f][1,2,4]triazin-2-yl) cyclopropyl-methyl]-(4-chloro-benzoyl)-amino]-propyl}-carbamic acid tert-butyl ester (8 mg) was treated with 4 N HCl/dioxane (1 mL) and the resulting mixture stirred at room temperature for 18 h. The mixture was concentrated under high vacuum to give the title compound (6 mg) as a white solid: 1H NMR (DMSO-d6) δ −0.35 (m, 1H), 0.40 (m, 1H), 0.50 (m, 1H), 0.57 (m, 1H), 1.53 (m, 1H), 1.80 (m, 1H), 1.89 (m, 1H), 2.56 (m, 2... As a reaction SMILES: [BH4-].[Na+].[Cl:3][C:4]1[CH:13]=[C:12]2[C:7]([CH:8]=[CH:9][C:10](/[CH:14]=[CH:15]/[C:16]3[CH:17]=[C:18]([CH:21]=[CH:22][CH:23]=3)[CH:19]=[O:20])=[N:11]2)=[CH:6][CH:5]=1>CO>[Cl:3][C:4]1[CH:13]=[C:12]2[C:7]([CH:8]=[CH:9][C:10](/[CH:14]=[CH:15]/[C:16]3[CH:17]=[C:18]([CH:21]=[CH:22][CH:23]=3)[CH2:19][OH:20])=[N:11]2)=[CH:6][CH:5]=1 |f:0.1|. Yields the product ClC1=CC=C2C=CC(=NC2=C1)/C=C/C=1C=C(CO)C=CC1 (3-[2(E)-(7-Chloroquinolin-2-yl)ethenyl]benzyl alcohol). Procedure details: Solid sodium borohydride (2.5 g) was added in portions to a stirred suspension of crude 3-[2(E)-(7-chloroquinolin-2-yl)ethenyl]benzaldehyde (5.8 g) in methanol (200 ml). The mixture was filtered and the filtrate was concentrated to ca 70 ml and diluted with hot water to give crystals, m.p. 141° C. Solvent: CO (methanol). Reactants: [BH4-].[Na+] (sodium borohydride), ClC1=CC=C2C=CC(=NC2=C1)/C=C/C=1C=C(C=O)C=CC1 (3-[2(E)-(7-chloroquinolin-2-yl)ethenyl]benzaldehyde).